The task is: describe an organic reaction: reactants, conditions, products, and yield. This data is from the Open Reaction Database (ORD), a public repository of structured organic reaction records. The reactants are C(C1=CC=CC=C1)N1CCC(CC1)=O (1-benzyl-4-piperidone), (polystyrylmethyl)trimethylammonium cyanoborohydride, NC1CN(C2N(C1=O)C(C(N(C2)C(C)C)=O)CC2=CC=C(C=C2)Cl)S(=O)(=O)C2=C(C=C(C=C2)Cl)Cl (3-amino-6-(4-chlorobenzyl)-1-(2,4-dichlorobenzenesulfonyl)-8-isopropylhexahydropyrazino[1,2-a]pyrimidine-4,7-dione). The reagents and catalysts are CO (MeOH). Solvent: CC(=O)O.CC#N (HOAc CH3CN). Run at time 18 hour. The product is C(C1=CC=CC=C1)N1CCC(CC1)NC1CN(C2N(C1=O)C(C(N(C2)C(C)C)=O)CC2=CC=C(C=C2)Cl)S(=O)(=O)C2=C(C=C(C=C2)Cl)Cl (3-(1-Benzylpiperidin-4-ylamino)-6-(4-chlorobenzyl)-1-(2,4-dichlorobenzenesulfonyl)-8-isopropylhexahydropyrazino[1,2-a]pyrimidine-4,7-dione). Isolated yield 121.2%. RXN SMILES: [CH2:1]([N:8]1[CH2:13][CH2:12][C:11](=O)[CH2:10][CH2:9]1)[C:2]1[CH:7]=[CH:6][CH:5]=[CH:4][CH:3]=1.[NH2:15][CH:16]1[C:21](=[O:22])[N:20]2[CH:23]([CH2:31][C:32]3[CH:37]=[CH:36][C:35]([Cl:38])=[CH:34][CH:33]=3)[C:24](=[O:30])[N:25]([CH:27]([CH3:29])[CH3:28])[CH2:26][CH:19]2[N:18]([S:39]([C:42]2[CH:47]=[CH:46][C:45]([Cl:48])=[CH:44][C:43]=2[Cl:49])(=[O:41])=[O:40])[CH2:17]1>CC(O)=O.CC#N.CO>[CH2:1]([N:8]1[CH2:13][CH2:12][CH:11]([NH:15][CH:16]2[C:21](=[O:22])[N:20]3[CH:23]([CH2:31][C:32]4[CH:37]=[CH:36][C:35]([Cl:38])=[CH:34][CH:33]=4)[C:24](=[O:30])[N:25]([CH:27]([CH3:28])[CH3:29])[CH2:26][CH:19]3[N:18]([S:39]([C:42]3[CH:47]=[CH:46][C:45]([Cl:48])=[CH:44][C:43]=3[Cl:49])(=[O:41])=[O:40])[CH2:17]2)[CH2:10][CH2:9]1)[C:2]1[CH:7]=[CH:6][CH:5]=[CH:4][CH:3]=1 |f:2.3|. Reported procedure: 115 mg (0.61 mmol) of 1-benzyl-4-piperidone and then 130 mg (4.1 mmol/g) of (polystyrylmethyl)trimethylammonium cyanoborohydride were added to a solution of 100 mg (0.18 mmol) of 3-amino-6-(4-chlorobenzyl)-1-(2,4-dichlorobenzenesulfonyl)-8-isopropylhexahydropyrazino[1,2-a]pyrimidine-4,7-dione in 1.2 ml of 5% HOAc/CH3CN and 3 drops of MeOH. The reaction mixture was shaken at room temperature for 18 hours, filtered and concentrated. 160 mg of beige oil were obtained. The crude product was isolated... The reactants are ice, ClC1=C(C=CC(=C1Cl)C(CCCCCl)=O)OC (2,3-Dichloro-4-(5-chloropentanoyl)anisole), CN(C)CN(C)C (N,N,N',N'-tetramethyldiaminomethane), [OH-].[Na+] (sodium hydroxide), C(C)(=O)OC(C)=O (acetic anhydride). Reported procedure: 2,3-Dichloro-4-(5-chloropentanoyl)anisole (29.5 g, 0.1 mole) and N,N,N',N'-tetramethyldiaminomethane (25.5 g, 0.249 mole) were stirred and heated at 50° C. and then acetic anhydride (36.8 g, 0.36 mole) was added dropwise with stirring at such a rate that the temperature rose to 100° C. After heating at 95° C. for an additional 2 hours, the mixture was kept at ambient temperature for 15 hours, poured into crushed ice (400 g), strongly basified with 10 normal sodium hydroxide and extracted with et... Yields the product CN(C)CC(C(=O)C1=C(C(=C(C=C1)OC)Cl)Cl)CCCCl (2-(dimethylaminomethyl)-5-chloro-1-(2,3-dichloro-4-methoxyphenyl)-1-pentanone). Run at temperature 50 celsius, time 15 hour. RXN SMILES: [Cl:1][C:2]1[C:7]([Cl:8])=[C:6]([C:9](=[O:15])[CH2:10][CH2:11][CH2:12][CH2:13][Cl:14])[CH:5]=[CH:4][C:3]=1[O:16][CH3:17].[CH3:18][N:19]([CH2:21]N(C)C)[CH3:20].C(OC(=O)C)(=O)C.[OH-].[Na+]>>[CH3:18][N:19]([CH2:21][CH:10]([CH2:11][CH2:12][CH2:13][Cl:14])[C:9]([C:6]1[CH:5]=[CH:4][C:3]([O:16][CH3:17])=[C:2]([Cl:1])[C:7]=1[Cl:8])=[O:15])[CH3:20] |f:3.4|.